This data is from the Open Reaction Database (ORD), a public repository of structured organic reaction records. The task is: describe an organic reaction: reactants, conditions, products, and yield The reactants are Cc1ccc(CN)o1, Cc1nc(Cl)c2nc(-c3ccccc3)cc-2[nH]1, ClCCl, [K+], [K+], O=C([O-])[O-], O. Product: Cc1nc(NCc2ccc(C)o2)c2nc(-c3ccccc3)cc-2[nH]1. RXN SMILES: [CH3:18][c:19]1[cH:20][cH:21][c:22]([CH2:24][NH2:25])[o:23]1.[Cl:1][c:2]1[c:3]2[n:11][c:10](-[c:12]3[cH:13][cH:14][cH:15][cH:16][cH:17]3)[cH:9][c:4]-2[nH:5][c:6]([CH3:8])[n:7]1.[Cl:32][CH2:33][Cl:34].[K+:26].[K+:27].[O-:28][C:29]([O-:30])=[O:31].[OH2:35]>>[c:2]1([NH:25][CH2:24][c:22]2[cH:21][cH:20][c:19]([CH3:18])[o:23]2)[c:3]2[n:11][c:10](-[c:12]3[cH:13][cH:14][cH:15][cH:16][cH:17]3)[cH:9][c:4]-2[nH:5][c:6]([CH3:8])[n:7]1. As a reaction SMILES: Cl.[NH2:2]O.[Br:4][C:5]1[CH:6]=[C:7]2[C:13]([CH:14]=O)=[CH:12][NH:11][C:8]2=[N:9][CH:10]=1.C(=O)(O)[O-].[Na+]>CO>[Br:4][C:5]1[CH:6]=[C:7]2[C:13]([C:14]#[N:2])=[CH:12][NH:11][C:8]2=[N:9][CH:10]=1 |f:0.1,3.4|. Product: BrC=1C=C2C(=NC1)NC=C2C#N (5-Bromo-1H-pyrrolo[2,3-b]pyridine-3-carbonitrile). Starting materials: C([O-])(O)=O.[Na+] (sodium bicarbonate), Cl.NO (Hydroxylamine hydrochloride), BrC=1C=C2C(=NC1)NC=C2C=O (5-bromo-1H-pyrrolo[2,3-b]pyridine-3-carbaldehyde), 2004/101565. Run in CO (methanol). Reaction conditions: time 1 hour. Reported procedure: Hydroxylamine hydrochloride (46 mg) was added to a suspension of 5-bromo-1H-pyrrolo[2,3-b]pyridine-3-carbaldehyde obtained by the method of described in WO 2004/101565 (150 mg) in methanol (1.0 ml) under nitrogen atmosphere, and the mixture was stirred at room temperature for one hour. After azeotropic distillation with toluene, thionyl chloride (118 μl) was added to a suspension of the residue in toluene (2 ml), and the mixture was stirred at 80° C. for 16 hours and at 100° C. for 8 hours. Afte...